Task: describe an organic reaction: reactants, conditions, products, and yield. Dataset: the Open Reaction Database (ORD), a public repository of structured organic reaction records Procedure details: To a stirred solution of imidazopyridine in dimethylacetamide under argon, N,N-dicyclopentyl-2(2-chloroethyl)-5-pyridinecarboxamide is added in one portion. The reaction temperature is slowly raised to 80°-85° C. and stirred for 24-60 hr. The reaction flask is cooled to room temperature and the solvent is removed under reduced pressure at <45° C. The residue is triturated with excess dry ether and filtered. The crude product is chromatographed on silica gel using mixtures of CH2Cl2 :MeOH:NH4OH t... The reactants are N1C=NC2=C1C=CC=N2 (imidazopyridine), C1(CCCC1)N(C(=O)C=1C=CC(=NC1)CCCl)C1CCCC1 (N,N-dicyclopentyl-2(2-chloroethyl)-5-pyridinecarboxamide). Solvent: CC(=O)N(C)C (dimethylacetamide). Reaction SMILES: [NH:1]1[C:5]2[CH:6]=[CH:7][CH:8]=[N:9][C:4]=2[N:3]=[CH:2]1.[CH:10]1([N:15]([CH:27]2[CH2:31][CH2:30][CH2:29][CH2:28]2)[C:16]([C:18]2[CH:19]=[CH:20][C:21]([CH2:24][CH2:25]Cl)=[N:22][CH:23]=2)=[O:17])[CH2:14][CH2:13][CH2:12][CH2:11]1>CC(N(C)C)=O>[NH4+:1].[OH-:17].[CH:27]1([N:15]([CH:10]2[CH2:11][CH2:12][CH2:13][CH2:14]2)[C:16]([C:18]2[CH:23]=[N:22][C:21]([CH2:24][CH2:25][N:9]3[CH:8]=[CH:7][C:6]4=[N:3][CH:2]=[N:1][C:5]4=[CH:4]3)=[CH:20][CH:19]=2)=[O:17])[CH2:31][CH2:30][CH2:29][CH2:28]1 |f:3.4|. Reaction conditions: time 42 hour. Product: [NH4+].[OH-] (NH4OH), C1(CCCC1)N(C(=O)C=1C=NC(=CC1)CCN1C=C2C(C=C1)=NC=N2)C2CCCC2 (N,N-dicyclopentyl-6-[2-(5H-imidazo[4,5-c]pyridin-5-yl)ethyl]-3-pyridinecarboxamide). The reactants are FC(C1=CC=C(C=NN2CCN(CC2)C(=O)OC[C@](CN2C(=NC(=C2)[N+](=O)[O-])Cl)(C)O)C=C1)(F)F ((R)-3-(2-chloro-4-nitroimidazol-1-yl)-2-hydroxy-2-methylpropyl 4-(4-trifluoromethylbenzylideneamino)piperazine-1-carboxylate), [H-].[Na+] (sodium hydride), ice water. Solvent: CN(C)C=O (DMF). Conditions: time 1 hour. Product: FC(C1=CC=C(C=NN2CCN(CC2)C(=O)OC[C@]2(CN3C(O2)=NC(=C3)[N+](=O)[O-])C)C=C1)(F)F ((R)-2-methyl-6-nitro-2,3-dihydroimidazo[2,1-b]oxazol-2-ylmethyl 4-(4-trifluoromethylbenzylideneamino)piperazine-1-carboxylate). The yield is 69.4%. Reaction SMILES: [F:1][C:2]([F:35])([F:34])[C:3]1[CH:33]=[CH:32][C:6]([CH:7]=[N:8][N:9]2[CH2:14][CH2:13][N:12]([C:15]([O:17][CH2:18][C@@:19]([OH:31])([CH3:30])[CH2:20][N:21]3[CH:25]=[C:24]([N+:26]([O-:28])=[O:27])[N:23]=[C:22]3Cl)=[O:16])[CH2:11][CH2:10]2)=[CH:5][CH:4]=1.[H-].[Na+]>CN(C=O)C>[F:1][C:2]([F:35])([F:34])[C:3]1[CH:33]=[CH:32][C:6]([CH:7]=[N:8][N:9]2[CH2:14][CH2:13][N:12]([C:15]([O:17][CH2:18][C@:19]3([CH3:30])[O:31][C:22]4=[N:23][C:24]([N+:26]([O-:28])=[O:27])=[CH:25][N:21]4[CH2:20]3)=[O:16])[CH2:11][CH2:10]2)=[CH:5][CH:4]=1 |f:1.2|. Reported procedure: To the solution of (R)-3-(2-chloro-4-nitroimidazol-1-yl)-2-hydroxy-2-methylpropyl 4-(4-trifluoromethylbenzylideneamino)piperazine-1-carboxylate prepared in Example 103 (4.03 g, 7.77 mmol) in DMF (20 ml), sodium hydride (0.37 g, 9.32 mmol) was added followed by stirring for 1 hour with cooling on ice-bath. To the reaction mixture, ice water was added, and the precipitates were filtered off, washed with water and recrystallized from acetonitrile-isopropanol to afford (R)-2-methyl-6-nitro-2,3-dihyd... The reactants are N#Cc1ccccc1Br, COc1cc(S)ccc1C1CCN(C(=O)OC(C)(C)C)C1, C1COCCO1, CCN(C(C)C)C(C)C, [K+], [Na+], [Na+], O=S(=O)([O-])[O-], O=C(C=Cc1ccccc1)C=Cc1ccccc1, O=C(C=Cc1ccccc1)C=Cc1ccccc1, O=C(C=Cc1ccccc1)C=Cc1ccccc1, [Pd], [Pd], O=S(=O)([O-])O. Product: COc1cc(Sc2ccccc2C#N)ccc1C1CCN(C(=O)OC(C)(C)C)C1. As a reaction SMILES: [Br:1][c:2]1[c:3]([C:4]#[N:5])[cH:6][cH:7][cH:8][cH:9]1.[C:19]([CH3:20])([CH3:21])([CH3:22])[O:23][C:24](=[O:25])[N:26]1[CH2:27][CH:28]([c:31]2[c:32]([O:38][CH3:39])[cH:33][c:34]([SH:37])[cH:35][cH:36]2)[CH2:29][CH2:30]1.[CH2:53]1[O:54][CH2:55][CH2:56][O:57][CH2:58]1.[CH:10]([N:11]([CH2:12][CH3:13])[CH:14]([CH3:15])[CH3:16])([CH3:17])[CH3:18].[K+:45].[Na+:46].[Na+:47].[O-:48][S:49]([O-:50])(=[O:51])=[O:52].[O:61]=[C:62]([CH:63]=[CH:64][c:65]1[cH:66][cH:67][cH:68][cH:69][cH:70]1)[CH:71]=[CH:72][c:73]1[cH:74][cH:75][cH:76][cH:77][cH:78]1.[O:79]=[C:80]([CH:81]=[CH:82][c:83]1[cH:84][cH:85][cH:86][cH:87][cH:88]1)[CH:89]=[CH:90][c:91]1[cH:92][cH:93][cH:94][cH:95][cH:96]1.[O:97]=[C:98]([CH:99]=[CH:100][c:101]1[cH:102][cH:103][cH:104][cH:105][cH:106]1)[CH:107]=[CH:108][c:109]1[cH:110][cH:111][cH:112][cH:113][cH:114]1.[Pd:59].[Pd:60].[S:40](=[O:41])(=[O:42])([OH:43])[O-:44]>>[c:2]1([S:37][c:34]2[cH:33][c:32]([O:38][CH3:39])[c:31]([CH:28]3[CH2:27][N:26]([C:24]([O:23][C:19]([CH3:20])([CH3:21])[CH3:22])=[O:25])[CH2:30][CH2:29]3)[cH:36][cH:35]2)[c:3]([C:4]#[N:5])[cH:6][cH:7][cH:8][cH:9]1. The reactants are FC(C(F)(F)F)(OC(C(OC(COCCCCl)(F)F)(F)F)(F)F)F (3-(2-(2-(pentafluoroethoxy)tetrafluoroethoxy)-2,2-difluoroethoxy)propyl chloride), FC(C(F)(F)F)(OC(C(OC(COCCCBr)(F)F)(F)F)(F)F)F (3-(2-(2-(pentafluoroethoxy)tetrafluoroethoxy)-2,2-difluoroethoxy)propyl bromide), C(CCCCCCC)OC=1C=NC(=NC1)C1=CC=C(C=C1)O (5-octyloxy-2-(4-hydroxyphenyl)pyrimidine). Product: C(CCCCCCC)OC=1C=NC(=NC1)C1=CC=C(C=C1)OCCCOCC(F)(F)OC(C(OC(C(F)(F)F)(F)F)(F)F)(F)F (5-Octyloxy-2-[4-(3-(2-(2-(pentafluoroethoxy)tetrafluoroethoxy)-2,2-difluoroethoxy)propoxy)phenyl]pyrimidine). As a reaction SMILES: [F:1][C:2]([F:24])([O:7][C:8]([F:23])([F:22])[C:9]([F:21])([F:20])[O:10][C:11]([F:19])([F:18])[CH2:12][O:13][CH2:14][CH2:15][CH2:16]Cl)[C:3]([F:6])([F:5])[F:4].FC(F)(OC(F)(F)C(F)(F)OC(F)(F)COCCCBr)C(F)(F)F.[CH2:49]([O:57][C:58]1[CH:59]=[N:60][C:61]([C:64]2[CH:69]=[CH:68][C:67]([OH:70])=[CH:66][CH:65]=2)=[N:62][CH:63]=1)[CH2:50][CH2:51][CH2:52][CH2:53][CH2:54][CH2:55][CH3:56]>>[CH2:49]([O:57][C:58]1[CH:63]=[N:62][C:61]([C:64]2[CH:65]=[CH:66][C:67]([O:70][CH2:16][CH2:15][CH2:14][O:13][CH2:12][C:11]([O:10][C:9]([F:21])([F:20])[C:8]([F:23])([F:22])[O:7][C:2]([F:24])([F:1])[C:3]([F:6])([F:5])[F:4])([F:19])[F:18])=[CH:68][CH:69]=2)=[N:60][CH:59]=1)[CH2:50][CH2:51][CH2:52][CH2:53][CH2:54][CH2:55][CH3:56]. Procedure details: The title compound was prepared essentially as in Example 1 by combining a mixture of 3-(2-(2-(pentafluoroethoxy)tetrafluoroethoxy)-2,2-difluoroethoxy)propyl chloride and 3-(2-(2-(pentafluoroethoxy)tetrafluoroethoxy)-2,2-difluoroethoxy)propyl bromide (75:25 mole ratio, total 4.18 g, 10 mmol, Example 20) with 5-octyloxy-2-(4-hydroxyphenyl)pyrimidine (3.18 g, 10.0 mmol). The resulting crude product was purified by recrystallization from ethanol followed by Kugelrohr distillation (240° C. at 0.4 to... Starting materials: BrC=1C=CC\2=C(\N=C(/C\C(=C2)\C(=O)O)\NC(=O)OC(C)(C)C)C1 ((1E,4E)-8-bromo-2-(tert-butoxycarbonylamino)-3H-benzo[b]azepine-4-carboxylic acid), [Si](C)(C)(C(C)(C)C)OCCCNCCC (3-(tert-butyldimethylsilyloxy)-N-propylpropan-1-amine). The product is BrC=1C=CC\2=C(\N=C(/C\C(=C2)\C(N(CCC)CCCO[Si](C)(C)C(C)(C)C)=O)\NC(OC(C)(C)C)=O)C1 (tert-butyl (1E,4E)-8-bromo-4-((3-(tert-butyldimethylsilyloxy)propyl)(propyl)carbamoyl)-3H-benzo[b]azepin-2-ylcarbamate). Reaction SMILES: [Br:1][C:2]1[CH:3]=[CH:4][C:5]2=[C:6]([CH:23]=1)[N:7]=[C:8]([NH:15][C:16]([O:18][C:19]([CH3:22])([CH3:21])[CH3:20])=[O:17])[CH2:9][C:10]([C:12]([OH:14])=O)=[CH:11]2.[Si:24]([O:31][CH2:32][CH2:33][CH2:34][NH:35][CH2:36][CH2:37][CH3:38])([C:27]([CH3:30])([CH3:29])[CH3:28])([CH3:26])[CH3:25]>>[Br:1][C:2]1[CH:3]=[CH:4][C:5]2=[C:6]([CH:23]=1)[N:7]=[C:8]([NH:15][C:16](=[O:17])[O:18][C:19]([CH3:20])([CH3:22])[CH3:21])[CH2:9][C:10]([C:12](=[O:14])[N:35]([CH2:34][CH2:33][CH2:32][O:31][Si:24]([C:27]([CH3:28])([CH3:30])[CH3:29])([CH3:26])[CH3:25])[CH2:36][CH2:37][CH3:38])=[CH:11]2. Procedure details: The title compound was prepared by the procedure as described in Example 101 (Step H) using (1E,4E)-8-bromo-2-(tert-butoxycarbonylamino)-3H-benzo[b]azepine-4-carboxylic acid and 3-(tert-butyldimethylsilyloxy)-N-propylpropan-1-amine. MS APCI (+) m/z 594, 596 (M+1, Br pattern) detected. Starting materials: C[C@]12CC[C@@]3([C@@H]([C@H]2CCC2[C@]4(CC=C(C([C@@H]4CC[C@@]12C)(C)C)OS(=O)(=O)C(F)(F)F)C)[C@@H](CC3)C(=C)C)C(=O)OCC3=CC=CC=C3 ((1R,3aS,5aR,5bR,7aR,11aR,13aR,13bR)-benzyl 5a,5b,8,8,11a-pentamethyl-1-(prop-1-en-2-yl)-9-(trifluoromethylsulfonyloxy)-2,3,3a,4,5,5a,5b,6,7,7a,8,11,11a,11b,12,13,13a,13b-octadecahydro-1H-cyclopenta[a]chrysene-3a-carboxylate), CC1(OB(OC1(C)C)/C=C/C(=O)OCC)C ((E)-ethyl 3-(4,4,5,5-tetramethyl-1,3,2-dioxaborolan-2-yl)acrylate), C([O-])([O-])=O.[Na+].[Na+] (sodium carbonate). Reagents/catalysts: C=1C=CC(=CC1)[P](C=2C=CC=CC2)(C=3C=CC=CC3)[Pd]([P](C=4C=CC=CC4)(C=5C=CC=CC5)C=6C=CC=CC6)([P](C=7C=CC=CC7)(C=8C=CC=CC8)C=9C=CC=CC9)[P](C=1C=CC=CC1)(C=1C=CC=CC1)C=1C=CC=CC1 (tetrakis(triphenylphosphine)palladium). The solvent is COCCOC (DME), O (water). Conditions: temperature 100 celsius. Product: C(C)OC(/C=C/C=1C([C@@H]2CC[C@]3([C@@]4(CC[C@@]5([C@@H]([C@H]4CCC3[C@]2(CC1)C)[C@@H](CC5)C(=C)C)C(=O)OCC5=CC=CC=C5)C)C)(C)C)=O ((1R,3aS,5aR,5bR,7aR,11aS,13aR,13bR)-benzyl 9-((E)-3-ethoxy-3-oxoprop-1-enyl)-5a,5b,8,8,11a-pentamethyl-1-(prop-1-en-2-yl)-2,3,3a,4,5,5a,5b,6,7,7a,8,11,11a,11b,12,13,13a,13b-octadecahydro-1H-cyclopenta[a]chrysene-3a-carboxylate). Yield: 43.0%. As a reaction SMILES: [CH3:1][C@:2]12[C@@:19]3([CH3:20])[CH:10]([C@:11]4([CH3:31])[C@@H:16]([CH2:17][CH2:18]3)[C:15]([CH3:22])([CH3:21])[C:14](OS(C(F)(F)F)(=O)=O)=[CH:13][CH2:12]4)[CH2:9][CH2:8][C@@H:7]1[C@H:6]1[C@H:32]([C:35]([CH3:37])=[CH2:36])[CH2:33][CH2:34][C@:5]1(C(OCC1C=CC=CC=1)=O)[CH2:4][CH2:3]2.CC1(C)C(C)(C)OB(/[CH:56]=[CH:57]/[C:58]([O:60][CH2:61][CH3:62])=[O:59])O1.[C:64](=[O:67])([O-:66])[O-].[Na+].[Na+]>COCCOC.O.C1C=CC([P]([Pd]([P](C2C=CC=CC=2)(C2C=CC=CC=2)C2C=CC=CC=2)([P](C2C=CC=CC=2)(C2C=CC=CC=2)C2C=CC=CC=2)[P](C2C=CC=CC=2)(C2C=CC=CC=2)C2C=CC=CC=2)(C2C=CC=CC=2)C2C=CC=CC=2)=CC=1>[CH2:61]([O:60][C:58](=[O:59])/[CH:57]=[CH:56]/[C:14]1[C:15]([CH3:22])([CH3:21])[C@H:16]2[C@:11]([CH3:31])([CH2:12][CH:13]=1)[CH:10]1[C@:19]([CH3:20])([C@@:2]3([CH3:1])[C@H:7]([CH2:8][CH2:9]1)[C@H:6]1[C@H:32]([C:35]([CH3:37])=[CH2:36])[CH2:33][CH2:34][C@:5]1([C:64]([O:66][CH2:1][C:2]1[CH:7]=[CH:6][CH:5]=[CH:4][CH:3]=1)=[O:67])[CH2:4][CH2:3]3)[CH2:18][CH2:17]2)[CH3:62] |f:2.3.4,^1:80,82,101,120|. Procedure details: A mixture of (1R,3aS,5aR,5bR,7aR,11aR,13aR,13bR)-benzyl 5a,5b,8,8,11a-pentamethyl-1-(prop-1-en-2-yl)-9-(trifluoromethylsulfonyloxy)-2,3,3a,4,5,5a,5b,6,7,7a,8,11,11a,11b,12,13,13a,13b-octadecahydro-1H-cyclopenta[a]chrysene-3a-carboxylate, prepared as described in WO2011153315, (50 mg, 0.074 mmol), (E)-ethyl 3-(4,4,5,5-tetramethyl-1,3,2-dioxaborolan-2-yl)acrylate (66.8 mg, 0.295 mmol), tetrakis(triphenylphosphine)palladium (8.54 mg, 0.0074 mmol) and sodium carbonate (39 mg, 0.369 mmol) in DME (1 m... Starting materials: COC(CC1=CSC2=C1C(=CC(=C2C)OCC=2C(=NC(=CC2)C(F)(F)F)C)C)=O (methyl(4,7-dimethyl-6-((2-methyl-6-(trifluoromethyl)pyridin-3-yl)methoxy)-1-benzothiophen-3-yl)acetate), CO (MeOH), [OH-].[Na+] (NaOH). The solvent is C1CCOC1 (THF). Reaction conditions: time 2 hour. The product is CC1=CC(=C(C2=C1C(=CS2)CC(=O)O)C)OCC=2C(=NC(=CC2)C(F)(F)F)C ((4,7-Dimethyl-6-((2-methyl-6-(trifluoromethyl)pyridin-3-yl)methoxy)-1-benzothiophen-3-yl)acetic acid). The yield is 89.6%. As a reaction SMILES: C[O:2][C:3](=[O:29])[CH2:4][C:5]1[C:9]2[C:10]([CH3:28])=[CH:11][C:12]([O:15][CH2:16][C:17]3[C:18]([CH3:27])=[N:19][C:20]([C:23]([F:26])([F:25])[F:24])=[CH:21][CH:22]=3)=[C:13]([CH3:14])[C:8]=2[S:7][CH:6]=1.CO.[OH-].[Na+]>C1COCC1>[CH3:28][C:10]1[C:9]2[C:5]([CH2:4][C:3]([OH:29])=[O:2])=[CH:6][S:7][C:8]=2[C:13]([CH3:14])=[C:12]([O:15][CH2:16][C:17]2[C:18]([CH3:27])=[N:19][C:20]([C:23]([F:25])([F:26])[F:24])=[CH:21][CH:22]=2)[CH:11]=1 |f:2.3|. Procedure details: To a mixture of methyl(4,7-dimethyl-6-((2-methyl-6-(trifluoromethyl)pyridin-3-yl)methoxy)-1-benzothiophen-3-yl)acetate (124.6 mg), MeOH (2.0 mL) and THF (dry) (2.0 mL) was added 1N NaOH (0.883 mL). The mixture was stirred at room temperature for 2 h. The mixture was concentrated. The residue was neutralized with 1N HCl and extracted with EtOAc. The organic layer was washed with brine, dried over MgSO4, and concentrated in vacuo. The solid was crystallized from EtOAc-hexane to give the title comp...